Task: describe an organic reaction: reactants, conditions, products, and yield. Dataset: the Open Reaction Database (ORD), a public repository of structured organic reaction records The reactants are BrC1=CC=C(C2=NSN=C21)Br (4,7-Dibromobenzo[c][1,2,5]thiadiazole), C(C)NCC (diethylamine), C[Si](C)(C)C#C ((trimethylsilyl)acetylene). The reagents and catalysts are C=1C=CC(=CC1)[P](C=2C=CC=CC2)(C=3C=CC=CC3)[Pd]([P](C=4C=CC=CC4)(C=5C=CC=CC5)C=6C=CC=CC6)([P](C=7C=CC=CC7)(C=8C=CC=CC8)C=9C=CC=CC9)[P](C=1C=CC=CC1)(C=1C=CC=CC1)C=1C=CC=CC1 (Pd(PPh3)4), [Cu]I (CuI). Run in C1CCOC1 (THF). Run at temperature 45 celsius, time 20 hour. The product is C[Si](C)(C)C#CC1=CC=C(C2=NSN=C21)C#C[Si](C)(C)C (4,7-Bis[(trimethylsilyl)ethynyl]benzo[c][1,2,5]thiadiazole). RXN SMILES: Br[C:2]1[C:10]2[C:6](=[N:7][S:8][N:9]=2)[C:5](Br)=[CH:4][CH:3]=1.C(N[CH2:15][CH3:16])C.[CH3:17][Si:18]([C:21]#[CH:22])([CH3:20])[CH3:19]>C1C=CC([P]([Pd]([P](C2C=CC=CC=2)(C2C=CC=CC=2)C2C=CC=CC=2)([P](C2C=CC=CC=2)(C2C=CC=CC=2)C2C=CC=CC=2)[P](C2C=CC=CC=2)(C2C=CC=CC=2)C2C=CC=CC=2)(C2C=CC=CC=2)C2C=CC=CC=2)=CC=1.[Cu]I.C1COCC1>[CH3:17][Si:18]([C:21]#[C:22][C:2]1[C:10]2[C:6](=[N:7][S:8][N:9]=2)[C:5]([C:16]#[C:15][Si:18]([CH3:20])([CH3:19])[CH3:17])=[CH:4][CH:3]=1)([CH3:20])[CH3:19] |^1:26,28,47,66|. Reported procedure: 4,7-Dibromobenzo[c][1,2,5]thiadiazole (1.02 g, 3.47×10−3 mol), Pd(PPh3)4 (0.207 g, 1.79×10−4 mol), CuI (0.029 g, 1.5×10−4 mol), THF (30 ml), diethylamine (3.0 ml) and (trimethylsilyl)acetylene (6.00 ml, 4.25×10−2 mol) were added to a 100-ml Schlenk tube. N2 was bubbled through the mixture for 5 min, following which the reaction was stirred at 45° C. for 20 h under N2. After cooling, the solvent was evaporated and the residue was chromatographed on silica gel with 1:1 hexanes:CHCl3 as the eluant....